Dataset: the Open Reaction Database (ORD), a public repository of structured organic reaction records. Task: describe an organic reaction: reactants, conditions, products, and yield The reactants are ClCCl, Cl, [Na+], [OH-], O, CCOC(=O)c1nc(NCC(c2ccccc2)c2ccccc2)c2ncn(C3CCCCO3)c2n1. Product: O=C(O)c1nc(NCC(c2ccccc2)c2ccccc2)c2ncn(C3CCCCO3)c2n1. As a reaction SMILES: [Cl:40][CH2:41][Cl:42].[ClH:39].[Na+:38].[OH-:37].[OH2:36].[c:1]1([CH:7]([CH2:8][NH:9][c:10]2[c:11]3[n:12][cH:13][n:14]([CH:24]4[O:25][CH2:26][CH2:27][CH2:28][CH2:29]4)[c:15]3[n:16][c:17]([C:19](=[O:20])[O:21][CH2:22][CH3:23])[n:18]2)[c:30]2[cH:31][cH:32][cH:33][cH:34][cH:35]2)[cH:2][cH:3][cH:4][cH:5][cH:6]1>>[c:1]1([CH:7]([CH2:8][NH:9][c:10]2[c:11]3[n:12][cH:13][n:14]([CH:24]4[O:25][CH2:26][CH2:27][CH2:28][CH2:29]4)[c:15]3[n:16][c:17]([C:19](=[O:20])[OH:21])[n:18]2)[c:30]2[cH:31][cH:32][cH:33][cH:34][cH:35]2)[cH:2][cH:3][cH:4][cH:5][cH:6]1. Starting materials: CSC=1C=C(C=CC1NC(=O)NC1=C(C=CC=C1)C)CC(=O)O (3-Methylthio-4-[3-(2-methylphenyl)ureido]phenylacetic acid), ClC1=CC(=CC=C1)C(=O)OO (meta-chloroperbenzoic acid). Solvent: CO (methanol). Reaction conditions: time 1 hour. Product: CS(=O)C=1C=C(C=CC1NC(=O)NC1=C(C=CC=C1)C)CC(=O)O (3-Methylsulphinyl-4-[3-(2-methylphenyl)ureido]phenylacetic acid). The yield is 138.8%. As a reaction SMILES: [CH3:1][S:2][C:3]1[CH:4]=[C:5]([CH2:20][C:21]([OH:23])=[O:22])[CH:6]=[CH:7][C:8]=1[NH:9][C:10]([NH:12][C:13]1[CH:18]=[CH:17][CH:16]=[CH:15][C:14]=1[CH3:19])=[O:11].ClC1C=CC=C(C(OO)=[O:32])C=1>CO>[CH3:1][S:2]([C:3]1[CH:4]=[C:5]([CH2:20][C:21]([OH:23])=[O:22])[CH:6]=[CH:7][C:8]=1[NH:9][C:10]([NH:12][C:13]1[CH:18]=[CH:17][CH:16]=[CH:15][C:14]=1[CH3:19])=[O:11])=[O:32]. Reported procedure: A mixture of 3-methylthio-4-[3-(2-methylphenyl)ureido]phenylacetic acid (0.2 g, Reference Example 15), meta-chloroperbenzoic acid (61 mg) and methanol (25 ml) was stirred at ambient temperature for 1 hour and then evaporated. The residue was triturated with ethyl acetate to give the title compound (0.17 g) as a white solid. Reactants: OCCNC(=O)NCC1=C(C=CC=C1)OCC1=CC=CC=C1 (N-(2-hydroxyethyl)-N'-(2-benzyloxybenzyl)urea). The reagents and catalysts are [Pd] (Pd/C). Solvent: CO (methanol). Conditions: time 2 hour. Yields the product OCCNC(=O)NCC1=C(C=CC=C1)O (N-(2-hydroxyethyl)-N'-(2-hydroxybenzyl)urea). As a reaction SMILES: [OH:1][CH2:2][CH2:3][NH:4][C:5]([NH:7][CH2:8][C:9]1[CH:14]=[CH:13][CH:12]=[CH:11][C:10]=1[O:15]CC1C=CC=CC=1)=[O:6]>CO.[Pd]>[OH:1][CH2:2][CH2:3][NH:4][C:5]([NH:7][CH2:8][C:9]1[CH:14]=[CH:13][CH:12]=[CH:11][C:10]=1[OH:15])=[O:6]. Procedure: 59.6 g of N-(2-hydroxyethyl)-N'-(2-benzyloxybenzyl)urea are dissolved in 600 ml of methanol and hydrogenated in the presence of 6 g of Pd/C-catalyst (5%). After 2 hours the hydrogenation ceases. The catalyst is suction-filtered, and the filtrate concentrated by evaporation in vacuo. The residue is recrystallised from 350 ml of ethyl acetate; the pure product melts at 100°-101°.